This data is from the Open Reaction Database (ORD), a public repository of structured organic reaction records. The task is: describe an organic reaction: reactants, conditions, products, and yield Starting materials: CN[C@@H](CC(C)C)C(=O)O (N-methyl-L-leucine), N[C@@H](C)C(=O)O (L-alanine), C(C1=CC=CC=C1)(=O)SCCC(=O)N([C@@H](CC(C)C)C(=O)O)C (N-(3-benzoylthiopropanoyl)-N-methyl-L-leucine), N[C@@H](CC(C)C)C(=O)O (L-leucine). Product: SCCC(=O)N([C@@H](CC(C)C)C(=O)O)C (N-(3-mercaptopropanoyl)-N-methyl-L-leucine). RXN SMILES: CN[C@H](C(O)=O)CC(C)C.N[C@H](C(O)=O)C.C([S:25][CH2:26][CH2:27][C:28]([N:30]([CH3:39])[C@H:31]([C:36]([OH:38])=[O:37])[CH2:32][CH:33]([CH3:35])[CH3:34])=[O:29])(=O)C1C=CC=CC=1.N[C@H](C(O)=O)CC(C)C>>[SH:25][CH2:26][CH2:27][C:28]([N:30]([CH3:39])[C@H:31]([C:36]([OH:38])=[O:37])[CH2:32][CH:33]([CH3:35])[CH3:34])=[O:29]. Reported procedure: By substituting N-methyl-L-leucine for the L-alanine in the procedure of Example 1, and then treating the product by the procedure of Example 2, N-(3-benzoylthiopropanoyl)-N-methyl-L-leucine, and N-(3-mercaptopropanoyl)-N-methyl)-L-leucine are obtained. Starting materials: ClC=1C=C(C=CC1)CC(=O)N[C@@H](C)C(=O)O (N-(3-chlorophenylacetyl)alanine), CC(CO)=C (2-methylprop-2-en-1-ol). Yields the product CC(COC([C@@H](NC(CC1=CC(=CC=C1)Cl)=O)C)=O)=C (N-[(3-chlorophenyl)acetyl]alanine 2-methylprop-2-enyl Ester). Reaction SMILES: [Cl:1][C:2]1[CH:3]=[C:4]([CH2:8][C:9]([NH:11][C@H:12]([C:14]([OH:16])=[O:15])[CH3:13])=[O:10])[CH:5]=[CH:6][CH:7]=1.[CH3:17][C:18](=[CH2:21])[CH2:19]O>>[CH3:19][C:18](=[CH2:17])[CH2:21][O:15][C:14](=[O:16])[C@H:12]([CH3:13])[NH:11][C:9](=[O:10])[CH2:8][C:4]1[CH:5]=[CH:6][CH:7]=[C:2]([Cl:1])[CH:3]=1. Procedure details: Following General Procedure C above, and using N-(3-chlorophenylacetyl alanine (from Example D above) and 2-methylprop-2-en-1-ol (Aldrich) the title compound can be prepared. The reaction was monitored by tlc on silica gel and purification was by liquid chromatography using 3:7 EtOAc:hexane as the eluant. The reactants are CS(=O)(=O)OCC1CCN(CC1)C(=O)OC(C)(C)C (tert-butyl 4-[(methanesulfonyloxy)methyl]piperidine-1-carboxylate), CS(=O)(=O)OCC1CCN(CC1)C(=O)OC(C)(C)C (tert-butyl 4-[(methanesulfonyloxy)methyl]piperidine-1-carboxylate), C(CC)[S-].[Na+] (sodium propanethiolate), FC(CSCC1CCN(CC1)C(=O)OC(C)(C)C)(F)F (tert-Butyl 4-{[(2,2,2-trifluoroethyl)sulfanyl]methyl}piperidine-1-carboxylate). The product is CC(C)SCC1CCN(CC1)C(=O)OC(C)(C)C (tert-Butyl 4-[(propan-2-ylsulfanyl)methyl]piperidine-1-carboxylate). The yield is 60.0%. Reaction SMILES: [CH3:1]S(OCC1CCN(C(OC(C)(C)C)=O)CC1)(=O)=O.C([S-])CC.[Na+].F[C:26](F)(F)[CH2:27][S:28][CH2:29][CH:30]1[CH2:35][CH2:34][N:33]([C:36]([O:38][C:39]([CH3:42])([CH3:41])[CH3:40])=[O:37])[CH2:32][CH2:31]1>>[CH3:26][CH:27]([S:28][CH2:29][CH:30]1[CH2:35][CH2:34][N:33]([C:36]([O:38][C:39]([CH3:42])([CH3:41])[CH3:40])=[O:37])[CH2:32][CH2:31]1)[CH3:1] |f:1.2|. Procedure details: tert-Butyl 4-[(propan-2-ylsulfanyl)methyl]piperidine-1-carboxylate was prepared from tert-butyl 4-(hydroxymethyl)piperidine-1-carboxylate (Intermediate 181, 0.320 g, 1.091 mmol) and sodium propanethiolate (0.161 g, 1.636 mmol) according to the method described for Intermediate 183 to afford the title compound (0.180 g, 60%). Method B HPLC-MS: MH+ requires m/z=274 Found: m/z=218 (M-tert-Bu), Rt=2.51 min. Starting materials: C1(CCCCCC1)N (cycloheptylamine), COC1OC(CC1C=O)OC (2,5-dimethoxytetrahydrofuran-3-carboxaldehyde). Reaction SMILES: [CH:1]1([NH2:8])[CH2:7][CH2:6][CH2:5][CH2:4][CH2:3][CH2:2]1.C[O:10][CH:11]1[CH:15]([CH:16]=O)[CH2:14][CH:13](OC)O1>C(O)(=O)C>[CH:1]1([N:8]2[CH:13]=[CH:14][C:15]([CH:11]=[O:10])=[CH:16]2)[CH2:7][CH2:6][CH2:5][CH2:4][CH2:3][CH2:2]1. The solvent is C(C)(=O)O (acetic acid). Procedure: A mixture of 38.0 g of cycloheptylamine and 50 ml of 2,5-dimethoxytetrahydrofuran-3-carboxaldehyde in 300 ml of glacial acetic acid is stirred under reflux for 3 hours. The solution is evaporated to dryness at 60° under reduced pressure. The residue is then dissolved in a 1:1 mixture of ether and hexane, the solution is treated with charcoal and evaporated to dryness to give 1-cycloheptyl-1H-pyrrole-3-carboxaldehyde as an oil. The aldehyde (30 g) is then added dropwise to a mixture of 35 ml of t... Product: C1(CCCCCC1)N1C=C(C=C1)C=O (1-cycloheptyl-1H-pyrrole-3-carboxaldehyde). The reactants are CNC(=O)ON=C(SC)C(=O)N(C)C, CCOP(=S)(NC1CCCC1)OCC, O=S(Cl)Cl, c1ccncc1. Yields the product CCOP(=S)(OCC)N(C1CCCC1)S(=O)CNC(=O)ON=C(SC)C(=O)N(C)C. Reaction SMILES: [CH3:1][N:2]([C:3]([C:4](=[N:5][O:6][C:7](=[O:8])[NH:9][CH3:10])[S:11][CH3:12])=[O:13])[CH3:14].[CH:19]1([NH:24][P:25]([O:26][CH2:27][CH3:28])([O:29][CH2:30][CH3:31])=[S:32])[CH2:20][CH2:21][CH2:22][CH2:23]1.[S:15](=[O:16])([Cl:17])[Cl:18].[cH:33]1[cH:34][cH:35][n:36][cH:37][cH:38]1>>[CH3:1][N:2]([C:3]([C:4](=[N:5][O:6][C:7](=[O:8])[NH:9][CH2:10][S:15](=[O:16])[N:24]([CH:19]1[CH2:20][CH2:21][CH2:22][CH2:23]1)[P:25]([O:26][CH2:27][CH3:28])([O:29][CH2:30][CH3:31])=[S:32])[S:11][CH3:12])=[O:13])[CH3:14]. Reactants: Intermediate 10, C1(=CC=C(C=C1)S(=O)(=O)OCC1CCCC1)C (cyclopentanemethanol (p-toluenesulphonate)), CC1=C(N=CN1C(C1=CC=CC=C1)(C1=CC=CC=C1)C1=CC=CC=C1)CC1CCC=2NC3=CC=CC=C3C2C1=O (1,2,3,9-tetrahydro-3-[[5-methyl-1-(triphenylmethyl)-1H-imidazol-4-yl]methyl]-4H-carbazol-4-one), [H-].[Na+] (sodium hydride). The product is C1(CCCC1)CN1C2=CC=CC=C2C=2C(C(CCC12)CC=1N=CN(C1C)C(C1=CC=CC=C1)(C1=CC=CC=C1)C1=CC=CC=C1)=O (9-(Cyclopentylmethyl)-1,2,3,9-tetrahydro-3-[[5-methyl-1-(triphenylmethyl)-1H-imidazol-4-yl]methyl]-4H-carbazol-4-one). The yield is 48.9%. Reaction SMILES: [CH3:1][C:2]1[N:6]([C:7]([C:20]2[CH:25]=[CH:24][CH:23]=[CH:22][CH:21]=2)([C:14]2[CH:19]=[CH:18][CH:17]=[CH:16][CH:15]=2)[C:8]2[CH:13]=[CH:12][CH:11]=[CH:10][CH:9]=2)[CH:5]=[N:4][C:3]=1[CH2:26][CH:27]1[C:39](=[O:40])[C:38]2[C:37]3[C:32](=[CH:33][CH:34]=[CH:35][CH:36]=3)[NH:31][C:30]=2[CH2:29][CH2:28]1.[H-].[Na+].C1(C)C=CC(S(O[CH2:53][CH:54]2[CH2:58][CH2:57][CH2:56][CH2:55]2)(=O)=O)=CC=1>>[CH:54]1([CH2:53][N:31]2[C:30]3[CH2:29][CH2:28][CH:27]([CH2:26][C:3]4[N:4]=[CH:5][N:6]([C:7]([C:8]5[CH:9]=[CH:10][CH:11]=[CH:12][CH:13]=5)([C:14]5[CH:19]=[CH:18][CH:17]=[CH:16][CH:15]=5)[C:20]5[CH:25]=[CH:24][CH:23]=[CH:22][CH:21]=5)[C:2]=4[CH3:1])[C:39](=[O:40])[C:38]=3[C:37]3[C:32]2=[CH:33][CH:34]=[CH:35][CH:36]=3)[CH2:58][CH2:57][CH2:56][CH2:55]1 |f:1.2|. Procedure details: Using the procedures described above for Intermediate 10, 1,2,3,9-tetrahydro-3-[[5-methyl-1-(triphenylmethyl)-1H-imidazol-4-yl]methyl]-4H-carbazol-4-one (500 mg) was treated with sodium hydride (73% dispersion in oil; 38 mg) and was then stirred with cyclopentanemethanol (p-toluenesulphonate) (292 mg) for 24 h. Work up and FCC as described above gave the title compound (283 mg), m.p. 177°-179°. Starting materials: [BH4-].[Na+] (sodium borohydride), CeCl3.7H2O, [Si](C)(C)(C(C)(C)C)OC1=C(C=CC=C1)/C=C/C(CCCCC(=O)OC)=O (methyl (E)-8-(2-{[tert-butyl(dimethyl)silyl]oxy}phenyl)-6-oxo-7-octenoate), [NH4+].[Cl-] (NH4Cl). Solvent: CO (methanol). Reaction conditions: temperature 0 celsius. Product: [Si](C)(C)(C(C)(C)C)OC1=C(C=CC=C1)/C=C/C(CCCCC(=O)OC)O (Methyl (E)-8-(2-{[tert-butyl(dimethyl)silyl]oxy}phenyl)-6-hydroxy-7-octenoate). RXN SMILES: [BH4-].[Na+].[Si:3]([O:10][C:11]1[CH:16]=[CH:15][CH:14]=[CH:13][C:12]=1/[CH:17]=[CH:18]/[C:19](=[O:28])[CH2:20][CH2:21][CH2:22][CH2:23][C:24]([O:26][CH3:27])=[O:25])([C:6]([CH3:9])([CH3:8])[CH3:7])([CH3:5])[CH3:4].[NH4+].[Cl-]>CO>[Si:3]([O:10][C:11]1[CH:16]=[CH:15][CH:14]=[CH:13][C:12]=1/[CH:17]=[CH:18]/[CH:19]([OH:28])[CH2:20][CH2:21][CH2:22][CH2:23][C:24]([O:26][CH3:27])=[O:25])([C:6]([CH3:7])([CH3:9])[CH3:8])([CH3:5])[CH3:4] |f:0.1,3.4|. Procedure details: At 0° C., 0.146 g (3.86 mmol) of sodium borohydride was added to a solution of 1.436 g (3.86 mmol) of CeCl3.7H2O and 3.67 mmol of methyl (E)-8-(2-{[tert-butyl(dimethyl)silyl]oxy}phenyl)-6-oxo-7-octenoate from Ex. XIIc in 30 ml of methanol. The mixture was stirred at 0° C. and the progress of the reaction was monitored by thin-layer chromatography. Saturated NH4Cl solution was added, the mixture was extracted with ethyl acetate and the combined organic phases were dried over Na2SO4. The product w...